Dataset: the Open Reaction Database (ORD), a public repository of structured organic reaction records. Task: describe an organic reaction: reactants, conditions, products, and yield The reactants are ClC1=NC=2N(C(N(C(C2N1)=O)COC(C(C)(C)C)=O)=O)COC(C(C)(C)C)=O (2,2-Dimethylpropionic acid [8-chloro-3-(2,2-dimethylpropionyloxymethyl)-2,6-dioxo-2,3,6,7-tetrahydropurin-1-yl]methyl ester), C([O-])([O-])=O.[K+].[K+] (potassium carbonate), BrCC=C(C)C (4-bromo-2-methyl-2-butene). The solvent is CN(C=O)C (N,N-dimethylformamide), C(C)(=O)OCC (ethyl acetate). Run at time 24 hour. Product: ClC1=NC=2N(C(N(C(C2N1CC=C(C)C)=O)COC(C(C)(C)C)=O)=O)COC(C(C)(C)C)=O (2,2-Dimethylpropionic acid [8-chloro-3-(2,2-dimethylpropionyloxymethyl)-7-(3-methylbut-2-enyl)-2,6-dioxo-2,3,6,7-tetrahydropurin-1-yl]methyl ester). Reaction SMILES: [Cl:1][C:2]1[NH:10][C:9]2[C:8](=[O:11])[N:7]([CH2:12][O:13][C:14](=[O:19])[C:15]([CH3:18])([CH3:17])[CH3:16])[C:6](=[O:20])[N:5]([CH2:21][O:22][C:23](=[O:28])[C:24]([CH3:27])([CH3:26])[CH3:25])[C:4]=2[N:3]=1.C(=O)([O-])[O-].[K+].[K+].Br[CH2:36][CH:37]=[C:38]([CH3:40])[CH3:39]>CN(C)C=O.C(OCC)(=O)C>[Cl:1][C:2]1[N:10]([CH2:36][CH:37]=[C:38]([CH3:40])[CH3:39])[C:9]2[C:8](=[O:11])[N:7]([CH2:12][O:13][C:14](=[O:19])[C:15]([CH3:18])([CH3:17])[CH3:16])[C:6](=[O:20])[N:5]([CH2:21][O:22][C:23](=[O:28])[C:24]([CH3:27])([CH3:26])[CH3:25])[C:4]=2[N:3]=1 |f:1.2.3|. Reported procedure: 2,2-Dimethylpropionic acid [8-chloro-3-(2,2-dimethylpropionyloxymethyl)-2,6-dioxo-2,3,6,7-tetrahydropurin-1-yl]methyl ester (600 mg) and potassium carbonate (630 mg) were suspended in N,N-dimethylformamide (10 ml), and 4-bromo-2-methyl-2-butene (183 μl) was added to the suspension at room temperature. After the reaction mixture was stirred at room temperature for 24 hours, the mixture was diluted with ethyl acetate, washed with water, and dried over anhydrous magnesium sulfate. After the solvent... The reactants are C(C)OC(=O)C1=CC(=NN1C1CCN(CC1)C(=O)OC(C)(C)C)C(F)(F)F (tert-butyl 4-(5-(ethoxycarbonyl)-3-(trifluoromethyl)-1H-pyrazol-1-yl)piperidine-1-carboxylate), C(=O)(C(F)(F)F)O (TFA). The solvent is C(Cl)Cl (CH2Cl2). Reaction conditions: temperature 21 celsius, time 2 hour. Yields the product N1CCC(CC1)N1N=C(C=C1C(=O)OCC)C(F)(F)F (ethyl 1-(piperidin-4-yl)-3-(trifluoromethyl)-1H-pyrazole-5-carboxylate). As a reaction SMILES: [CH2:1]([O:3][C:4]([C:6]1[N:10]([CH:11]2[CH2:16][CH2:15][N:14](C(OC(C)(C)C)=O)[CH2:13][CH2:12]2)[N:9]=[C:8]([C:24]([F:27])([F:26])[F:25])[CH:7]=1)=[O:5])[CH3:2].C(O)(C(F)(F)F)=O>C(Cl)Cl>[NH:14]1[CH2:15][CH2:16][CH:11]([N:10]2[C:6]([C:4]([O:3][CH2:1][CH3:2])=[O:5])=[CH:7][C:8]([C:24]([F:25])([F:26])[F:27])=[N:9]2)[CH2:12][CH2:13]1. Procedure details: To a stirred solution of 93 (1.014, 2.59 mmol) in CH2Cl2 (13 ml) was added TFA (3 ml, 38.9 mmol). The resulting solution was allowed to stir at 21° C. for 2 h. After the usual work-up, crude 94 was obtained as colorless oil. LRMS (ESI): calc. 291.3; found 292.2 (MH)+. The reactants are C1(=CC=CC=C1)COC(=O)N(C)CC(=O)NCCNC(CNC([C@@H](NC([C@@H](NC(=O)OC(C)(C)C)CC1=CC=CC=C1)=O)CC(C)C)=O)=O (N-(N-(N-(1,1-Dimethylethoxycarbonyl)phenylalanyl)leucyl)glycine N-(2-(N-(phenylmethoxycarbonyl)sarcosylamino)ethyl)amide), Cl (hydrogen chloride), N-(N-Phenylalanylleucyl)glycine N-(2-(N-(phenylmethoxycarbonyl)-sarcosylamino)ethyl)amidehydrochlorlde. Run in ClCCl (dichloromethane). Product: Cl.C1(=CC=CC=C1)COC(=O)N(C)CC(=O)NCCNC(CNC([C@@H](NC([C@@H](N)CC1=CC=CC=C1)=O)CC(C)C)=O)=O (N-(N-phenylalanylleucyl)glycine N-(2-(N-(phenylmethoxycarbonyl)sarcosylamino)ethyl)amide hydrochloride). Isolated yield 95.0%. Reaction SMILES: [C:1]1([CH2:7][O:8][C:9]([N:11]([CH2:13][C:14]([NH:16][CH2:17][CH2:18][NH:19][C:20](=[O:49])[CH2:21][NH:22][C:23](=[O:48])[C@H:24]([CH2:44][CH:45]([CH3:47])[CH3:46])[NH:25][C:26](=[O:43])[C@H:27]([CH2:36][C:37]2[CH:42]=[CH:41][CH:40]=[CH:39][CH:38]=2)[NH:28]C(OC(C)(C)C)=O)=[O:15])[CH3:12])=[O:10])[CH:6]=[CH:5][CH:4]=[CH:3][CH:2]=1.[ClH:50]>ClCCl>[ClH:50].[C:1]1([CH2:7][O:8][C:9]([N:11]([CH2:13][C:14]([NH:16][CH2:17][CH2:18][NH:19][C:20](=[O:49])[CH2:21][NH:22][C:23](=[O:48])[C@H:24]([CH2:44][CH:45]([CH3:47])[CH3:46])[NH:25][C:26](=[O:43])[C@H:27]([CH2:36][C:37]2[CH:42]=[CH:41][CH:40]=[CH:39][CH:38]=2)[NH2:28])=[O:15])[CH3:12])=[O:10])[CH:6]=[CH:5][CH:4]=[CH:3][CH:2]=1 |f:3.4|. Reported procedure: N-(N-Phenylalanylleucyl)glycine N-(2-(N-(phenylmethoxycarbonyl)-sarcosylamino)ethyl)amidehydrochlorlde. N-(N-(N-(1,1-Dimethylethoxycarbonyl)phenylalanyl)leucyl)glycine N-(2-(N-(phenylmethoxycarbonyl)sarcosylamino)ethyl)amide (1.94 g, 2.8 mmol) was treated with excess hydrogen chloride in dichloromethane (25 mL) for 1 h. The solvent and excess reagent were evaporated under reduced pressure. The residue was dissolved in methanol. Evaporation of the solvent under reduced pressure gave N-(N-phenylal... Starting materials: C(C)(=O)OCC (ethyl acetate), ClC=1C=C(C(=O)C2=CC=CC=C2)C=CC1[N+](=O)[O-] (3-chloro-4-nitrobenzophenone), [Cu]C#N (copper(I)cyanide), ferric chloride, O (water). Run in C1(=CC=CC=C1)C (toluene), CN(C)C=O (DMF). Conditions: temperature 67.5 celsius, time 5 minute. The product is C(#N)C=1C=C(C(=O)C2=CC=CC=C2)C=CC1[N+](=O)[O-] (3-Cyano-4-nitrobenzophenone). The yield is 57.5%. Reaction SMILES: Cl[C:2]1[CH:3]=[C:4]([CH:13]=[CH:14][C:15]=1[N+:16]([O-:18])=[O:17])[C:5]([C:7]1[CH:12]=[CH:11][CH:10]=[CH:9][CH:8]=1)=[O:6].[Cu][C:20]#[N:21].O.C(OCC)(=O)C>CN(C=O)C.C1(C)C=CC=CC=1>[C:20]([C:2]1[CH:3]=[C:4]([CH:13]=[CH:14][C:15]=1[N+:16]([O-:18])=[O:17])[C:5]([C:7]1[CH:12]=[CH:11][CH:10]=[CH:9][CH:8]=1)=[O:6])#[N:21]. Procedure details: A stirred mixture of 3-chloro-4-nitrobenzophenone (5.00 g), (J. Org. Chem., 1962, 27, 1605-1608), and copper(I)cyanide (2.57 g) in DMF (50 ml) was heated at reflux for 16 hours. The hot reaction mixture was then poured into a stirred solution of ferric chloride (15.30 g) concentrated hydrochloric acid (5 ml) and water (200 ml). The mixture was heated at 65-70° C. for 30 minutes, cooled to ambient temperature treated with ethyl acetate (250 ml) and stirred vigorously for 5 minutes. The organic ph...